Dataset: the Open Reaction Database (ORD), a public repository of structured organic reaction records. Task: describe an organic reaction: reactants, conditions, products, and yield Reactants: BrCCCCC (1-bromopentane), OC1=CC=C(C=O)C=C1 (4-hydroxybenzaldehyde), ClC=1C=C(C=O)C=CC1O (3-chloro-4-hydroxybenzaldehyde), BrCCC (1-bromopropane). Product: ClC=1C=C(C=O)C=CC1OCCCCC (3-Chloro-4-(pentyloxy)benzaldehyde). The yield is 96.0%. As a reaction SMILES: Br[CH2:2][CH2:3][CH2:4][CH2:5][CH3:6].[Cl:7][C:8]1[CH:9]=[C:10]([CH:13]=[CH:14][C:15]=1[OH:16])[CH:11]=[O:12].BrCCC.OC1C=CC(C=O)=CC=1>>[Cl:7][C:8]1[CH:9]=[C:10]([CH:13]=[CH:14][C:15]=1[O:16][CH2:2][CH2:3][CH2:4][CH2:5][CH3:6])[CH:11]=[O:12]. Procedure details: When the 1-bromopentane and 3-chloro-4-hydroxybenzaldehyde was substituted for 1-bromopropane and 4-hydroxybenzaldehyde in Example 50 Step A the identical process afforded the title compound in 96% yield, as light yellow oil. 1H-NMR (CDCl3) 0.9 (tr, 3H, J=7.05 Hz); 1.34-1.39 (m, 4H); 1.41-1.45 (m, 2H); 4.07 (tr, 2H, J=3.66 Hz); 6.97 (d, 1H, J=8.49 Hz); 7.7 (dd, 1H, J=2.01, 8.46 Hz); 7.85 (d, 1H, J=2.04 Hz); 9.81 (s, 1H). Reactants: Fc1ccc(CBr)cc1, O=C([O-])[O-], CCCc1c(Cc2ccc(-c3ccccc3C#N)cc2)c(=O)[nH]c2nc(C)nn12, CN(C)C=O, CCOC(C)=O, [K+], [K+]. Product: CCCc1c(Cc2ccc(-c3ccccc3C#N)cc2)c(=O)n(Cc2ccc(F)cc2)c2nc(C)nn12. As a reaction SMILES: [Br:30][CH2:31][c:32]1[cH:33][cH:34][c:35]([F:38])[cH:36][cH:37]1.[C:39](=[O:40])([O-:41])[O-:42].[CH3:1][c:2]1[n:3][n:4]2[c:5]([nH:6][c:7](=[O:28])[c:8]([CH2:13][c:14]3[cH:15][cH:16][c:17](-[c:20]4[c:21]([C:26]#[N:27])[cH:22][cH:23][cH:24][cH:25]4)[cH:18][cH:19]3)[c:9]2[CH2:10][CH2:11][CH3:12])[n:29]1.[CH3:45][N:46]([CH3:47])[CH:48]=[O:49].[CH3:50][CH2:51][O:52][C:53](=[O:54])[CH3:55].[K+:43].[K+:44]>>[CH3:1][c:2]1[n:3][n:4]2[c:5]([n:6]([CH2:31][c:32]3[cH:33][cH:34][c:35]([F:38])[cH:36][cH:37]3)[c:7](=[O:28])[c:8]([CH2:13][c:14]3[cH:15][cH:16][c:17](-[c:20]4[c:21]([C:26]#[N:27])[cH:22][cH:23][cH:24][cH:25]4)[cH:18][cH:19]3)[c:9]2[CH2:10][CH2:11][CH3:12])[n:29]1. Starting materials: CC(C)c1cccc(C(C)C)c1N, COc1ccc2c(c1)c(CC(=O)O)c(C)n2C(=O)c1ccc(Cl)cc1 (indomethacin). Reagents/catalysts: Cn1ccnc1 (1-Methylimidazole), CN(C)C(=[O+]c1c(F)c(F)c(F)c(F)c1F)N(C)C.F[P-](F)(F)(F)(F)F (PFTU). Solvent: C1CCOC1 (THF), C1CCOC1 (THF). Reaction conditions: temperature 25 celsius, time 24 hour. The product is COc1ccc2c(c1)c(CC(=O)Nc1c(C(C)C)cccc1C(C)C)c(C)n2C(=O)c1ccc(Cl)cc1. Isolated yield 4.2%. The reactants are C(C=C)N1C(SCC1=O)=NO (3-allyl-2-oximino-4-thiazolidinone), CN=C=O (methylisocyanate). Reagents/catalysts: C(C)N(CC)CC (triethylamine). The solvent is CC(=O)C (acetone). Run at time 8 hour. Product: C(C=C)N1C(SCC1=O)=NOC(NC)=O (3-ALLYL-2-[O-(METHYLCARBAMOYL) OXIMINO]-4-THIAZOLIDINONE). As a reaction SMILES: [CH2:1]([N:4]1[C:8](=[O:9])[CH2:7][S:6][C:5]1=[N:10][OH:11])[CH:2]=[CH2:3].[CH3:12][N:13]=[C:14]=[O:15]>CC(C)=O.C(N(CC)CC)C>[CH2:1]([N:4]1[C:8](=[O:9])[CH2:7][S:6][C:5]1=[N:10][O:11][C:14](=[O:15])[NH:13][CH3:12])[CH:2]=[CH2:3]. Procedure details: To a solution of (1.7 g) 3-allyl-2-oximino-4-thiazolidinone in 20 ml of acetone was added 1.0 ml methylisocyanate and 1 drop of triethylamine. The mixture was placed in a pressure bottle and left standing overnight at ambient temperature. The solution was concentrated to a solid residue. Recrystallized from ethyl acetate. Weight 1.7 g. m.p. 108°-110°C. Starting materials: O[C@@H]1CC2=CC[C@H]3[C@@H]4[C@H]5[C@@H](C[C@@]4(C=O)CC[C@@H]3[C@]2(CC1)C)C5 (3β-hydroxy-15β,16β-methylene-5-androsten-18-one), C(C)(C)(C)O[AlH-](OC(C)(C)C)OC(C)(C)C.[Li+] (lithium tri-tert.-butoxyaluminohydride), O1CCCC1 (tetrahydrofuran). Run in C(C)OCC (diethyl ether). Yields the product C1[C@@H]2[C@H]1[C@@H]([C@]1(C)[C@@H]2[C@@H]2CC=C3C[C@H](CC[C@]3(C)[C@H]2CC1)O)O (15β,16β-methylene-5-androstene-3β,17β-diol). RXN SMILES: [OH:1][C@H:2]1[CH2:20][CH2:19][C@@:18]2([CH3:21])[C:4](=[CH:5][CH2:6][C@@H:7]3[C@@H:17]2[CH2:16][CH2:15][C@@:12]2(C=O)[C@H:8]3[C@@H]3C[C@@H]3[CH2:11]2)[CH2:3]1.C(O[AlH-](OC(C)(C)C)OC(C)(C)C)(C)(C)C.[Li+].[O:40]1[CH2:44][CH2:43][CH2:42][CH2:41]1>C(OCC)C>[CH2:41]1[C@@H:43]2[C@H:44]([OH:40])[C@:12]3([CH2:15][CH2:16][C@H:17]4[C@@H:7]([CH2:6][CH:5]=[C:4]5[C@:18]4([CH3:21])[CH2:19][CH2:20][C@H:2]([OH:1])[CH2:3]5)[C@@H:8]3[C@H:42]12)[CH3:11] |f:1.2|. Reported procedure: A solution of 21 g of 3β-hydroxy-15β,16β-methylene-5-androsten-18-one in 210 ml of tetrahydrofuran was stirred with 21 g of lithium tri-tert.-butoxyaluminohydride for 1 hour at room temperature. The mixture was then diluted with diethyl ether, washed with 2N sulfuric acid and water, dired, and evaporated, thus obtaining 19 g of 15β,16β-methylene-5-androstene-3β,17β-diol, used without further purification in the subsequent stage. Reactants: [Cl-].[Al+3].[Cl-].[Cl-] (aluminum chloride), ClC=1C(=C(C(=C2C1C(=O)OC2=O)Cl)Cl)Cl (tetrachlorophthalic anhydride), C(CCC)N1C(=CC2=CC=CC=C12)C (1-n-butyl-2-methylindole). Solvent: C1=CC=CC=C1 (benzene), Cl (hydrochloric acid). Product: C(CCC)N1C(=C(C2=CC=CC=C12)C(=O)C1=C(C(=O)O)C(=C(C(=C1Cl)Cl)Cl)Cl)C (2-[(1-n-butyl-2-methyl-3-indolyl)carbonyl]-3,4,5,6-tetrachlorobenzoic acid), Formula VIII. RXN SMILES: [Cl:1][C:2]1[C:3]([Cl:15])=[C:4]([Cl:14])[C:5]([Cl:13])=[C:6]2[C:11](=[O:12])[O:10][C:8](=[O:9])[C:7]=12.[CH2:16]([N:20]1[C:28]2[C:23](=[CH:24][CH:25]=[CH:26][CH:27]=2)[CH:22]=[C:21]1[CH3:29])[CH2:17][CH2:18][CH3:19].[Cl-].[Al+3].[Cl-].[Cl-]>C1C=CC=CC=1.Cl>[CH2:16]([N:20]1[C:28]2[C:23](=[CH:24][CH:25]=[CH:26][CH:27]=2)[C:22]([C:11]([C:6]2[C:5]([Cl:13])=[C:4]([Cl:14])[C:3]([Cl:15])=[C:2]([Cl:1])[C:7]=2[C:8]([OH:10])=[O:9])=[O:12])=[C:21]1[CH3:29])[CH2:17][CH2:18][CH3:19] |f:2.3.4.5|. Procedure: Proceeding in a manner similar to that described in part A of Example 2, 14.3 g (0.05 mole) of tetrachlorophthalic anhydride, 16.0 g (0.07 mole) of 76 percent active 1-n-butyl-2-methylindole and 13.3 g (0.10 mole) of aluminum chloride were interacted in 100 ml of benzene. The reaction mixture was drowned in 200 ml of five percent hydrochloric acid with stirring. The solid which formed was collected by filtration, washed with water and dried to obtain 2-[(1-n-butyl-2-methyl-3-indolyl)carbonyl]-3,...